From a dataset of the Open Reaction Database (ORD), a public repository of structured organic reaction records. describe an organic reaction: reactants, conditions, products, and yield Reactants: CC(C)([O-])C.[K+] (Potassium t-butoxide), C(C)OC(=O)C1=C(C2=CC=CC(=C2C(=C1)O)OC)CCCC (1-butyl-4-hydroxy-5-methoxy-2-naphthalenecarboxylic acid ethyl ester), ClC1=NN=NN1C1=CC=CC=C1 (5-chloro-1-phenyl-1H-tetrazole). Solvent: CN(C=O)C (dimethylformamide). Run at time 1.25 hour. The product is C(C)OC(=O)C1=C(C2=CC=CC(=C2C(=C1)OC1=NN=NN1C1=CC=CC=C1)OC)CCCC (1-butyl-5-methoxy-4-[(1-phenyl-1H-tetrazole-5-yl)oxy]-2-naphthalenecarboxylic acid ethyl ester). Isolated yield 60.7%. Reaction SMILES: CC(C)([O-])C.[K+].[CH2:7]([O:9][C:10]([C:12]1[CH:21]=[C:20]([OH:22])[C:19]2[C:14](=[CH:15][CH:16]=[CH:17][C:18]=2[O:23][CH3:24])[C:13]=1[CH2:25][CH2:26][CH2:27][CH3:28])=[O:11])[CH3:8].Cl[C:30]1[N:34]([C:35]2[CH:40]=[CH:39][CH:38]=[CH:37][CH:36]=2)[N:33]=[N:32][N:31]=1>CN(C)C=O>[CH2:7]([O:9][C:10]([C:12]1[CH:21]=[C:20]([O:22][C:30]2[N:34]([C:35]3[CH:40]=[CH:39][CH:38]=[CH:37][CH:36]=3)[N:33]=[N:32][N:31]=2)[C:19]2[C:14](=[CH:15][CH:16]=[CH:17][C:18]=2[O:23][CH3:24])[C:13]=1[CH2:25][CH2:26][CH2:27][CH3:28])=[O:11])[CH3:8] |f:0.1|. Reported procedure: Potassium t-butoxide (1.03 g) was added to a solution of 1-butyl-4-hydroxy-5-methoxy-2-naphthalenecarboxylic acid ethyl ester (2.4 g) and 5-chloro-1-phenyl-1H-tetrazole (1.55 g) in dimethylformamide (20 mL) and the reaction was stirred at room temperature for 1.25 hours. After the solvent was removed in vacuo, the residual material was partitioned between dichloromethane (150 mL) and water (75 mL). The separated aqueous layer was re-extracted with dichloromethane, and after each organic extract ... The reactants are C(CN1[C@H]2CN([C@@H](C1)C2)S(=O)(=O)C2=CC=C(C=C2)C)(C)=O ((1R,4R)-2-Isopropoyl-5-(toluene-4-sulfonyl)-2,5-diaza-bicyclo[2.2.1]heptane), [H][H] (hydrogen). The reagents and catalysts are [Pd] (Pd/C). Solvent: CC1CCCO1 (2-MeTHF). Product: C(C)(C)N1[C@H]2CN([C@@H](C1)C2)C2=CC=C(N)C=C2 (4-[(1R,4R)-5-Isopropyl-2,5-diazabicyclo[2.2.1]hept-2-yl]aniline). Reaction SMILES: [C:1](=O)([CH3:20])[CH2:2][N:3]1[CH2:8][C@H:7]2[CH2:9][C@@H:4]1[CH2:5][N:6]2S(C1C=CC(C)=CC=1)(=O)=O.[H][H]>CC1OCCC1.[Pd]>[CH:4]([N:6]1[CH2:5][C@H:4]2[CH2:9][C@@H:7]1[CH2:8][N:3]2[C:2]1[CH:1]=[CH:20][C:2]([NH2:3])=[CH:1][CH:20]=1)([CH3:9])[CH3:5]. Reported procedure: A solution of 3 (1.6 g; 6 1 mmol) in 2-MeTHF (25 mL) is stirred under a 1 bar hydrogen atmosphere in the presence of Pd/C catalyst (10% Degussa type E101 NE/W; 0.1 g) at 30° C. for a period of 3 h. The catalyst is filtered off over a bed of Dicalite 478 and the filter cake washed with 2-MeTHF (2×10 mL). The filtrate is concentrated in vacuo to a volume of 25 mL and the resulting solution is used as such in the next step. Starting materials: C1(CC1)N1C=C(C(C2=CC(=C(C(=C12)F)F)F)=O)C(=O)O (1-cyclopropyl-6,7,8-trifluoro-1,4-dihydro-4- oxoquinoline-3-carboxylic acid), FC1=C2CNCC2=CC=C1 (4-fluoroisoindoline). The solvent is CN(C)C=O (DMF). Product: FC1=C2CN(CC2=CC=C1)C1=C(C=C2C(C(=CN(C2=C1F)C1CC1)C(=O)O)=O)F (7(4-fluoro-2-isoindolinyl)-1-cyclopropyl-6,8-difluoro-1,4-dihydro-4-oxoquinoline-3-carboxylic acid). The yield is 66.1%. RXN SMILES: [CH:1]1([N:4]2[C:13]3[C:8](=[CH:9][C:10]([F:16])=[C:11](F)[C:12]=3[F:14])[C:7](=[O:17])[C:6]([C:18]([OH:20])=[O:19])=[CH:5]2)[CH2:3][CH2:2]1.[F:21][C:22]1[CH:30]=[CH:29][CH:28]=[C:27]2[C:23]=1[CH2:24][NH:25][CH2:26]2>CN(C=O)C>[F:21][C:22]1[CH:30]=[CH:29][CH:28]=[C:27]2[C:23]=1[CH2:24][N:25]([C:11]1[C:12]([F:14])=[C:13]3[C:8]([C:7](=[O:17])[C:6]([C:18]([OH:20])=[O:19])=[CH:5][N:4]3[CH:1]3[CH2:3][CH2:2]3)=[CH:9][C:10]=1[F:16])[CH2:26]2. Procedure: 136 mg of 1-cyclopropyl-6,7,8-trifluoro-1,4-dihydro-4- oxoquinoline-3-carboxylic acid, 206 mg of 4-fluoroisoindoline, and 1.5 ml of anhydrous DMF were processed in the same manner as in Example 20 to produce 127 mg of the target compound. Reactants: OC=1C=C(C=CC1)[C@H]1C[C@@H](CCC1)N ((1R,3R)-3-(3-hydroxyphenyl)cyclohexylamine), ClC=1C=C([C@@H]2CO2)C=CC1 ((R)-3-chlorostyrene oxide). Solvent: C1(=CC=CC=C1)C (toluene). Run at time 30 minute. Yields the product ClC=1C=C(C=CC1)[C@H](CN[C@H]1C[C@@H](CCC1)C1=CC(=CC=C1)O)O ((1R)-1-(3-chlorophenyl)-2-[(1R,3R)-3-(3-hydroxyphenyl)cyclohexylamino]ethanol). Isolated yield 69.8%. As a reaction SMILES: [OH:1][C:2]1[CH:3]=[C:4]([C@@H:8]2[CH2:13][CH2:12][CH2:11][C@@H:10]([NH2:14])[CH2:9]2)[CH:5]=[CH:6][CH:7]=1.[Cl:15][C:16]1[CH:17]=[C:18]([CH:22]=[CH:23][CH:24]=1)[C@H:19]1[O:21][CH2:20]1>C1(C)C=CC=CC=1>[Cl:15][C:16]1[CH:17]=[C:18]([C@@H:19]([OH:21])[CH2:20][NH:14][C@@H:10]2[CH2:11][CH2:12][CH2:13][C@@H:8]([C:4]3[CH:5]=[CH:6][CH:7]=[C:2]([OH:1])[CH:3]=3)[CH2:9]2)[CH:22]=[CH:23][CH:24]=1. Procedure: A mixture of 10 ml of toluene, 1.92 g of (1R,3R)-3-(3-hydroxyphenyl)cyclohexylamine and 1.55 g of (R)-3-chlorostyrene oxide was heated under reflux for 4 hours. The reaction liquid was cooled to room temperature, a seed crystal was inoculated into it, and stirred as such for 30 minutes. The precipitated crystal was taken out through filtration, and then dried under aeration at 50° C. for 2.5 hours to obtain 2.42 g of the entitled compound. Starting materials: CS(=O)(=O)Cl (methanesulfonyl chloride), N (ammonia), NC=1C=CC2=C(C=C(O2)CCCC)C1 (5-amino-2-butylbenzofuran), O1CCCC1 (tetrahydrofuran), CS(=O)(=O)Cl (methanesulfonyl chloride), N (ammonia). The solvent is O (water), C(C)(C)(C)OC (methyl tert-butyl ether). Yields the product C(CCC)C=1OC2=C(C1)C=C(C=C2)NS(=O)(=O)C (2-Butyl-5-(methan sulfonamido)benzofuran). Yield: 100.0%. Reaction SMILES: [NH2:1][C:2]1[CH:3]=[CH:4][C:5]2[O:9][C:8]([CH2:10][CH2:11][CH2:12][CH3:13])=[CH:7][C:6]=2[CH:14]=1.O1CCCC1.[CH3:20][S:21](Cl)(=[O:23])=[O:22].N>O.C(OC)(C)(C)C>[CH2:10]([C:8]1[O:9][C:5]2[CH:4]=[CH:3][C:2]([NH:1][S:21]([CH3:20])(=[O:23])=[O:22])=[CH:14][C:6]=2[CH:7]=1)[CH2:11][CH2:12][CH3:13]. Reported procedure: 100 g of 5-amino-2-butylbenzofuran, 192 ml of tetrahydrofuran and 96 ml of methyl tert-butyl ether are introduced into a round-bottomed flask. 59.35 g of methanesulfonyl chloride are added, at 20° C., followed by 43.23 g of 20% aqueous ammonia. 44.51 g of methanesulfonyl chloride are then introduced, followed by 86.47 g of 20% aqueous ammonia. 48 ml of water are then added, the medium is separated by settling and the organic phase is washed twice with 211 g of 10% aqueous sodium chloride solutio...